This data is from the Open Reaction Database (ORD), a public repository of structured organic reaction records. The task is: describe an organic reaction: reactants, conditions, products, and yield Starting materials: ClC1=C(C(=NS1)Cl)Cl (Trichloroisothiazole), FC(S(=O)(=O)OCC=C)(F)F (allyl trifluoromethane sulfonate). Solvent: C(Cl)(Cl)(Cl)Cl (CCl4). Product: FC(S(=O)(=O)[O-])(F)F.C(C=C)[N+]=1SC(=C(C1Cl)Cl)Cl (2-(2-Propen-1-yl)-3,4,5-trichloroisothiazolium trifluoromethane sulfonate). Yield: 22.9%. Reaction SMILES: [Cl:1][C:2]1[S:6][N:5]=[C:4]([Cl:7])[C:3]=1[Cl:8].[F:9][C:10]([F:19])([F:18])[S:11]([O:14][CH2:15][CH:16]=[CH2:17])(=[O:13])=[O:12]>C(Cl)(Cl)(Cl)Cl>[F:9][C:10]([F:19])([F:18])[S:11]([O-:14])(=[O:13])=[O:12].[CH2:17]([N+:5]1[S:6][C:2]([Cl:1])=[C:3]([Cl:8])[C:4]=1[Cl:7])[CH:16]=[CH2:15] |f:3.4|. Reported procedure: Trichloroisothiazole (5.7 g, 0.03 ml) and a solution of allyl trifluoromethane sulfonate (0.03 mol) in CCl4 were heated and excess CCl4 was removed by distillation until the reacting temperature reached 90° C. After heating at 90° for 30 min, the reaction was cooled and 150 ml of ether added. The solid was collected to yield 2.6 g (30%) of product, mp 103-105. Spectral data (NMR and IR) were consistent with the assigned structure. The reactants are Cn1c(C2(O)CCN(C(=O)OC(C)(C)C)CC2)nc2c(N3CCOCC3)nc(Cl)nc21, CCc1nc2ccccc2[nH]1, [K+], [K+], [K+], C1COCCO1, O=C(C=Cc1ccccc1)C=Cc1ccccc1, O=C(C=Cc1ccccc1)C=Cc1ccccc1, O=C(C=Cc1ccccc1)C=Cc1ccccc1, O=P([O-])([O-])[O-], [Pd], [Pd]. Product: CCc1nc2ccccc2n1-c1nc(N2CCOCC2)c2nc(C3(O)CCN(C(=O)OC(C)(C)C)CC3)n(C)c2n1. RXN SMILES: [C:1]([CH3:2])([CH3:3])([CH3:4])[O:5][C:6](=[O:7])[N:8]1[CH2:9][CH2:10][C:11]([OH:14])([c:15]2[n:16]([CH3:31])[c:17]3[n:18][c:19]([Cl:30])[n:20][c:21]([N:24]4[CH2:25][CH2:26][O:27][CH2:28][CH2:29]4)[c:22]3[n:23]2)[CH2:12][CH2:13]1.[CH2:32]([CH3:33])[c:34]1[nH:35][c:36]2[c:37]([n:38]1)[cH:39][cH:40][cH:41][cH:42]2.[K+:48].[K+:49].[K+:50].[O:51]1[CH2:52][CH2:53][O:54][CH2:55][CH2:56]1.[O:59]=[C:60]([CH:61]=[CH:62][c:63]1[cH:64][cH:65][cH:66][cH:67][cH:68]1)[CH:69]=[CH:70][c:71]1[cH:72][cH:73][cH:74][cH:75][cH:76]1.[O:77]=[C:78]([CH:79]=[CH:80][c:81]1[cH:82][cH:83][cH:84][cH:85][cH:86]1)[CH:87]=[CH:88][c:89]1[cH:90][cH:91][cH:92][cH:93][cH:94]1.[O:95]=[C:96]([CH:97]=[CH:98][c:99]1[cH:100][cH:101][cH:102][cH:103][cH:104]1)[CH:105]=[CH:106][c:107]1[cH:108][cH:109][cH:110][cH:111][cH:112]1.[P:43]([O-:44])([O-:45])([O-:46])=[O:47].[Pd:57].[Pd:58]>>[C:1]([CH3:2])([CH3:3])([CH3:4])[O:5][C:6](=[O:7])[N:8]1[CH2:9][CH2:10][C:11]([OH:14])([c:15]2[n:16]([CH3:31])[c:17]3[n:18][c:19](-[n:35]4[c:34]([CH2:32][CH3:33])[n:38][c:37]5[c:36]4[cH:42][cH:41][cH:40][cH:39]5)[n:20][c:21]([N:24]4[CH2:25][CH2:26][O:27][CH2:28][CH2:29]4)[c:22]3[n:23]2)[CH2:12][CH2:13]1.